Dataset: the Open Reaction Database (ORD), a public repository of structured organic reaction records. Task: describe an organic reaction: reactants, conditions, products, and yield Yields the product NC1=C2N=CN(C2=NC(=N1)I)[C@@H]1O[C@H]([C@@H]2OC(O[C@@H]12)(C)C)C(=O)O ((2R,1R,4R,5R)-4-(6-amino-2-iodopurin-9-yl)-7,7-dimethyl-3,6,8-trioxabicyclo[3.3.0]octane-2-carboxylic acid). Procedure details: To a stirred solution of 1.6 g (3.7 mmol) of [(1R,2R,4R,5R)-4-(6-amino-2-iodopurin-9-yl)-7,7-dimethyl-3,6,8-trioxabicyclo[3.3.0]oct-2-yl]methan-1-ol (6.6) in 200 mL of H2O was added 0.60 g of KOH and, dropwise, a solution of 1.70 g (10.8 mml) of KMnO4 in 50 mL of H2O. The mixture was set aside in the dark at room temperature for 225 hours. The reaction mixture was then cooled to 5-10° C. and decolorized by a solution of 4 mL of 30% H2O2 in 16 mL of water, while the temperature was maintained und... Yield: 70.0%. As a reaction SMILES: [NH2:1][C:2]1[N:10]=[C:9]([I:11])[N:8]=[C:7]2[C:3]=1[N:4]=[CH:5][N:6]2[C@H:12]1[C@H:19]2[C@H:15]([O:16][C:17]([CH3:21])([CH3:20])[O:18]2)[C@@H:14]([CH2:22][OH:23])[O:13]1.[OH-].[K+].[O-:26][Mn](=O)(=O)=O.[K+].OO>O>[NH2:1][C:2]1[N:10]=[C:9]([I:11])[N:8]=[C:7]2[C:3]=1[N:4]=[CH:5][N:6]2[C@H:12]1[C@H:19]2[C@@H:15]([O:16][C:17]([CH3:20])([CH3:21])[O:18]2)[C@H:14]([C:22]([OH:26])=[O:23])[O:13]1 |f:1.2,3.4|. Reaction conditions: temperature 7.5 celsius. The solvent is O (H2O), O (water), O (H2O). The reactants are NC1=C2N=CN(C2=NC(=N1)I)[C@@H]1O[C@@H]([C@H]2OC(O[C@@H]12)(C)C)CO ([(1R,2R,4R,5R)-4-(6-amino-2-iodopurin-9-yl)-7,7-dimethyl-3,6,8-trioxabicyclo[3.3.0]oct-2-yl]methan-1-ol), [OH-].[K+] (KOH), OO (H2O2), [O-][Mn](=O)(=O)=O.[K+] (KMnO4). Reactants: BrB(Br)Br, O=C([O-])O, ClCCl, CCOC(C)=O, [Na+], COc1cc(C=CC(=O)NCc2cccc(-c3ccccc3)c2)ccc1-n1cnc(C)c1. Product: Cc1cn(-c2ccc(C=CC(=O)NCc3cccc(-c4ccccc4)c3)cc2O)cn1. RXN SMILES: [B:36]([Br:37])([Br:38])[Br:39].[C:40](=[O:41])([OH:42])[O-:43].[CH2:1]([Cl:2])[Cl:3].[CH3:45][CH2:46][O:47][C:48](=[O:49])[CH3:50].[Na+:44].[c:4]1(-[c:30]2[cH:31][cH:32][cH:33][cH:34][cH:35]2)[cH:5][c:6]([CH2:10][NH:11][C:12]([CH:13]=[CH:14][c:15]2[cH:16][c:17]([O:27][CH3:28])[c:18](-[n:21]3[cH:22][n:23][c:24]([CH3:26])[cH:25]3)[cH:19][cH:20]2)=[O:29])[cH:7][cH:8][cH:9]1>>[c:4]1(-[c:30]2[cH:31][cH:32][cH:33][cH:34][cH:35]2)[cH:5][c:6]([CH2:10][NH:11][C:12]([CH:13]=[CH:14][c:15]2[cH:16][c:17]([OH:27])[c:18](-[n:21]3[cH:22][n:23][c:24]([CH3:26])[cH:25]3)[cH:19][cH:20]2)=[O:29])[cH:7][cH:8][cH:9]1.